From a dataset of the Open Reaction Database (ORD), a public repository of structured organic reaction records. describe an organic reaction: reactants, conditions, products, and yield Starting materials: C(C)N(C1=CC=C(C=C1)C=1C(=CC(=CC1)N(CC)CC)C=1C(=CC=CC1)C1=CC=CC=C1)CC (N,N,N', N'-Tetraethyl-4,4'-diamino-quarterphenyl), diamino. Solvent: CS(=O)C (dimethyl sulfoxide). Yields the product NC1=CC=C(C=C1)C=1C(=CC(=CC1)N)C=1C(=CC=CC1)C1=CC=CC=C1 (4,4'-Diamino-Quaterphenyl). RXN SMILES: C([N:3](CC)[C:4]1[CH:9]=[CH:8][C:7]([C:10]2[C:11]([C:21]3[C:22]([C:27]4[CH:32]=[CH:31][CH:30]=[CH:29][CH:28]=4)=[CH:23][CH:24]=[CH:25][CH:26]=3)=[CH:12][C:13]([N:16](CC)CC)=[CH:14][CH:15]=2)=[CH:6][CH:5]=1)C>CS(C)=O>[NH2:3][C:4]1[CH:5]=[CH:6][C:7]([C:10]2[C:11]([C:21]3[C:22]([C:27]4[CH:28]=[CH:29][CH:30]=[CH:31][CH:32]=4)=[CH:23][CH:24]=[CH:25][CH:26]=3)=[CH:12][C:13]([NH2:16])=[CH:14][CH:15]=2)=[CH:8][CH:9]=1. Procedure: The NMR spectrum in dimethyl sulfoxide included an aromatic singlet 7.52 to low field of an A2B2 quartet 7.37, 7.22, 6.59 and 6.44 with integrated intensities in the ratio 1:1. N,N,N', N'-Tetraethyl-4,4'-diamino-quarterphenyl may be prepared from the diamino derivative of Example 5 by following the procedure outlined in Example 6. Reactants: crude intermediate, BrC=1N([C@H]2[C@H](O)[C@H](O)[C@@H](CO)O2)C=2N=CN=C(C2N1)N (8-bromoadenosine), S(=O)(=O)([O-])[O-].[NH4+].[NH4+] (ammonium sulfate), O=C[C@H](O)[C@H](O)[C@H](O)CO (ribose), C[Si](N[Si](C)(C)C)(C)C (hexamethyldisilazane), C[Al](C)C (trimethylaluminum). Reagents/catalysts: [Pd] (palladium). Yields the product CC=1N([C@H]2[C@H](O)[C@H](O)[C@@H](CO)O2)C=2N=CN=C(C2N1)N (8-methyladenosine). RXN SMILES: Br[C:2]1[N:3]([C:13]2[N:14]=[CH:15][N:16]=[C:17]([NH2:20])[C:18]=2[N:19]=1)[C@@H:4]1[O:12][C@H:9]([CH2:10][OH:11])[C@@H:7]([OH:8])[C@H:5]1[OH:6].O=[CH:22][C@@H]([C@@H]([C@@H](CO)O)O)O.C[Si](C)(C)N[Si](C)(C)C.S([O-])([O-])(=O)=O.[NH4+].[NH4+].C[Al](C)C>[Pd]>[CH3:22][C:2]1[N:3]([C:13]2[N:14]=[CH:15][N:16]=[C:17]([NH2:20])[C:18]=2[N:19]=1)[C@@H:4]1[O:12][C@H:9]([CH2:10][OH:11])[C@@H:7]([OH:8])[C@H:5]1[OH:6] |f:3.4.5|. Procedure: Starting with commercially available 8-bromoadenosine (1), the hydroxyl groups of the ribose moiety were transiently protected by treatment with hexamethyldisilazane and catalytic ammonium sulfate. The crude intermediate underwent palladium catalyzed coupling reaction with trimethylaluminum to install the methyl group at the 8-position. The product, without purification, was deprotected directly to afford 8-methyladenosine derivative (2). Treatment of 2 with thionyl chloride in pyridine afforded... Reactants: NS(=O)(=O)c1ccccc1NC(=O)c1cccc(OCc2ccccc2)c1, CC(C)(C)[O-], CC(=O)Cl, [Cl-], [K+], [NH4+], C1CCOC1. Yields the product CC(=O)NS(=O)(=O)c1ccccc1NC(=O)c1cccc(OCc2ccccc2)c1. As a reaction SMILES: [CH2:7]([c:8]1[cH:9][cH:10][cH:11][cH:12][cH:13]1)[O:14][c:15]1[cH:16][c:17]([C:18](=[O:19])[NH:20][c:21]2[c:22]([S:27](=[O:28])(=[O:29])[NH2:30])[cH:23][cH:24][cH:25][cH:26]2)[cH:31][cH:32][cH:33]1.[CH3:1][C:2]([CH3:3])([O-:4])[CH3:5].[CH3:34][C:35](=[O:36])[Cl:37].[Cl-:38].[K+:6].[NH4+:39].[O:40]1[CH2:41][CH2:42][CH2:43][CH2:44]1>>[CH3:1][C:2](=[O:4])[NH:30][S:27]([c:22]1[c:21]([NH:20][C:18]([c:17]2[cH:16][c:15]([O:14][CH2:7][c:8]3[cH:9][cH:10][cH:11][cH:12][cH:13]3)[cH:33][cH:32][cH:31]2)=[O:19])[cH:26][cH:25][cH:24][cH:23]1)(=[O:28])=[O:29]. The reactants are ClC1=NC(=NC(=C1)NC)N[C@H]1CC[C@H](CC1)C(=O)NCC1=C(C=CC=C1)C(F)(F)F (cis-4-{[4-chloro-6-(methylamino)-2-pyrimidinyl]amino}-N-{[2-(trifluoromethyl)phenyl]methyl}cyclohexanecarboxamide), C(C1=CC=CC=C1)N (benzylamine). The reagents and catalysts are Cl (HCl). The solvent is CC(C)O (2-propanol). Yields the product CNC1=NC(=NC(=C1)NCC1=CC=CC=C1)N[C@H]1CC[C@H](CC1)C(=O)NCC1=C(C=CC=C1)C(F)(F)F (cis-4-({4-(methylamino)-6-[(phenylmethy)amino]-2-pyrimidinyl}amino)-N-{[2-(trifluoromethyl)phenyl]methyl}cyclohexanecarboxamide). RXN SMILES: Cl[C:2]1[CH:7]=[C:6]([NH:8][CH3:9])[N:5]=[C:4]([NH:10][C@@H:11]2[CH2:16][CH2:15][C@H:14]([C:17]([NH:19][CH2:20][C:21]3[CH:26]=[CH:25][CH:24]=[CH:23][C:22]=3[C:27]([F:30])([F:29])[F:28])=[O:18])[CH2:13][CH2:12]2)[N:3]=1.[CH2:31]([NH2:38])[C:32]1[CH:37]=[CH:36][CH:35]=[CH:34][CH:33]=1>CC(O)C.Cl>[CH3:9][NH:8][C:6]1[CH:7]=[C:2]([NH:38][CH2:31][C:32]2[CH:37]=[CH:36][CH:35]=[CH:34][CH:33]=2)[N:3]=[C:4]([NH:10][C@@H:11]2[CH2:16][CH2:15][C@H:14]([C:17]([NH:19][CH2:20][C:21]3[CH:26]=[CH:25][CH:24]=[CH:23][C:22]=3[C:27]([F:29])([F:28])[F:30])=[O:18])[CH2:13][CH2:12]2)[N:5]=1. Reported procedure: To a solution of cis-4-{[4-chloro-6-(methylamino)-2-pyrimidinyl]amino}-N-{[2-(trifluoromethyl)phenyl]methyl}cyclohexanecarboxamide (50.0 mg, 0.11 mmol) and benzylamine (59.0 mg, 0.55 mmol) in 2-propanol (3 mL) was added one drop of concentrated HCl. The mixture was irradiated in the microwave for 3 hours at 170° C., at which time LCMS indicated the formation of the desired product. The crude reaction mixture was filtered and purified directly by preparative HPLC (gradient; 30-80% CH3CN:H2O (0.1%...